From a dataset of the Open Reaction Database (ORD), a public repository of structured organic reaction records. describe an organic reaction: reactants, conditions, products, and yield Procedure details: A 4.0 ml portion of acetonitrile was added to 0.826 g of 7-amino-3-(3-carboxypropionyloxy)methyl-3-cephem-4-carboxylic acid and 0.32 g of 5-mercapto-1-methyl-1H-tetrazole, and 3.71 g of DCPA was added through a dropping funnel to the mixture under cooling at -5° to 0° C., followed by rinsing the funnel with 0.5 ml of acetonitrile. The mixture was stirred at the same temperature and turned into a solution. Then, the reaction solution was stirred for 45 minutes at 14° to 15° C. to allow the reacti... The product is NC1[C@@H]2N(C(=C(CS2)CSC2=NN=NN2C)C(=O)O)C1=O (7-amino-3-(1-methyl-1H-tetrazol-5-yl)thiomethyl-3-cephem-4-carboxylic acid). Solvent: C(C)#N (acetonitrile). The yield is 87.9%. Reaction SMILES: [NH2:1][CH:2]1[C:21](=[O:22])[N:4]2[C:5]([C:18]([OH:20])=[O:19])=[C:6]([CH2:9]OC(=O)CCC(O)=O)[CH2:7][S:8][C@H:3]12.[SH:23][C:24]1[N:28]([CH3:29])[N:27]=[N:26][N:25]=1.COC(C1C(Cl)=C(Cl)C(C(OC)=O)=C(Cl)C=1Cl)=O.N>C(#N)C>[NH2:1][CH:2]1[C:21](=[O:22])[N:4]2[C:5]([C:18]([OH:20])=[O:19])=[C:6]([CH2:9][S:23][C:24]3[N:28]([CH3:29])[N:27]=[N:26][N:25]=3)[CH2:7][S:8][C@H:3]12. The reactants are NC1[C@@H]2N(C(=C(CS2)COC(CCC(=O)O)=O)C(=O)O)C1=O (7-amino-3-(3-carboxypropionyloxy)methyl-3-cephem-4-carboxylic acid), SC1=NN=NN1C (5-mercapto-1-methyl-1H-tetrazole), COC(=O)C1=C(C(=C(C(=C1Cl)Cl)C(=O)OC)Cl)Cl (DCPA), ice water, N (ammonia). Reactants: CC(=O)Cl, ClCCl, CC(OC1CCC(CO)C(CO)C1c1ccc(F)cc1)c1cc(C(F)(F)F)cc(C(F)(F)F)c1. Product: CC(=O)OCC1CCC(OC(C)c2cc(C(F)(F)F)cc(C(F)(F)F)c2)C(c2ccc(F)cc2)C1CO. RXN SMILES: [CH3:35][C:36]([Cl:37])=[O:38].[Cl:39][CH2:40][Cl:41].[F:1][C:2]([c:3]1[cH:4][c:5]([CH:13]([CH3:14])[O:15][CH:16]2[CH:17]([c:26]3[cH:27][cH:28][c:29]([F:32])[cH:30][cH:31]3)[CH:18]([CH2:24][OH:25])[CH:19]([CH2:22][OH:23])[CH2:20][CH2:21]2)[cH:6][c:7]([C:9]([F:10])([F:11])[F:12])[cH:8]1)([F:33])[F:34]>>[F:1][C:2]([c:3]1[cH:4][c:5]([CH:13]([CH3:14])[O:15][CH:16]2[CH:17]([c:26]3[cH:27][cH:28][c:29]([F:32])[cH:30][cH:31]3)[CH:18]([CH2:24][OH:25])[CH:19]([CH2:22][O:23][C:36]([CH3:35])=[O:38])[CH2:20][CH2:21]2)[cH:6][c:7]([C:9]([F:10])([F:11])[F:12])[cH:8]1)([F:33])[F:34]. The reactants are CCO, Cl, [K+], [OH-], O, CCOC(=O)c1cc(C#Cc2cccc(S(=O)(=O)Nc3ncccc3C)c2)ccc1O. The product is Cc1cccnc1NS(=O)(=O)c1cccc(C#Cc2ccc(O)c(C(=O)O)c2)c1. Reaction SMILES: [CH3:34][CH2:35][OH:36].[ClH:37].[K+:33].[OH-:32].[OH2:38].[OH:1][c:2]1[c:3]([C:4](=[O:5])[O:6][CH2:7][CH3:8])[cH:9][c:10]([C:13]#[C:14][c:15]2[cH:16][c:17]([S:21](=[O:22])(=[O:23])[NH:24][c:25]3[n:26][cH:27][cH:28][cH:29][c:30]3[CH3:31])[cH:18][cH:19][cH:20]2)[cH:11][cH:12]1>>[OH:1][c:2]1[c:3]([C:4](=[O:5])[OH:6])[cH:9][c:10]([C:13]#[C:14][c:15]2[cH:16][c:17]([S:21](=[O:22])(=[O:23])[NH:24][c:25]3[n:26][cH:27][cH:28][cH:29][c:30]3[CH3:31])[cH:18][cH:19][cH:20]2)[cH:11][cH:12]1. Starting materials: C1COCCO1, CO, N#Cc1ccc([N+](=O)[O-])c(NCc2ccccc2Cl)c1, [H][H]. Product: N#Cc1ccc(N)c(NCc2ccccc2Cl)c1. RXN SMILES: [CH2:25]1[O:26][CH2:27][CH2:28][O:29][CH2:30]1.[CH3:21][OH:22].[Cl:1][c:2]1[c:3]([CH2:4][NH:5][c:6]2[cH:7][c:8]([C:9]#[N:10])[cH:11][cH:12][c:13]2[N+:14]([O-:15])=[O:16])[cH:17][cH:18][cH:19][cH:20]1.[H:23][H:24]>>[Cl:1][c:2]1[c:3]([CH2:4][NH:5][c:6]2[cH:7][c:8]([C:9]#[N:10])[cH:11][cH:12][c:13]2[NH2:14])[cH:17][cH:18][cH:19][cH:20]1. Reaction SMILES: [CH3:26][OH:27].[F:1][c:2]1[n:3][cH:4][cH:5][cH:6][c:7]1-[c:8]1[cH:9][c:10]([CH:22]=[O:23])[cH:11][n:12]1[S:13]([c:14]1[cH:15][cH:16][cH:17][cH:18][cH:19]1)(=[O:20])=[O:21].[Na+:25].[O:28]1[CH2:29][CH2:30][CH2:31][CH2:32]1.[OH-:24]>>[F:1][c:2]1[n:3][cH:4][cH:5][cH:6][c:7]1-[c:8]1[cH:9][c:10]([CH:22]=[O:23])[cH:11][nH:12]1. Starting materials: CO, O=Cc1cc(-c2cccnc2F)n(S(=O)(=O)c2ccccc2)c1, [Na+], C1CCOC1, [OH-]. Product: O=Cc1c[nH]c(-c2cccnc2F)c1.